From a dataset of the Open Reaction Database (ORD), a public repository of structured organic reaction records. describe an organic reaction: reactants, conditions, products, and yield The reactants are OC1=CC=C(C=C1)C(C(=O)OCC1=CC=C(C=C1)[N+](=O)[O-])=O (p-nitrobenzyl p-hydroxyphenylglyoxylate), Cl.NO (hydroxylamine hydrochloride), N,O-bis-trimethylsilyltrifluoroacetamide. Solvent: C1(=CC=CC=C1)C (toluene). The product is OC1=CC=C(C=C1)C(C(=O)OCC1=CC=C(C=C1)[N+](=O)[O-])=NO (p-Nitrobenzyl p-hydroxyphenylglyoxylate oxime). Reaction SMILES: [OH:1][C:2]1[CH:7]=[CH:6][C:5]([C:8](=O)[C:9]([O:11][CH2:12][C:13]2[CH:18]=[CH:17][C:16]([N+:19]([O-:21])=[O:20])=[CH:15][CH:14]=2)=[O:10])=[CH:4][CH:3]=1.Cl.[NH2:24][OH:25]>C1(C)C=CC=CC=1>[OH:1][C:2]1[CH:7]=[CH:6][C:5]([C:8](=[N:24][OH:25])[C:9]([O:11][CH2:12][C:13]2[CH:18]=[CH:17][C:16]([N+:19]([O-:21])=[O:20])=[CH:15][CH:14]=2)=[O:10])=[CH:4][CH:3]=1 |f:1.2|. Reported procedure: To a mixture of 0.176 g. of p-nitrobenzyl p-hydroxyphenylglyoxylate and 1 g. of hydroxylamine hydrochloride were added 9 ml. of N,O-bis-trimethylsilyltrifluoroacetamide and the solution was stirred at a temperature of 140° C. for 2 hours. The reaction mixture was evaporated under reduced pressure and the residue was taken up in ethyl acetate. The ethyl acetate solution was washed with water and was then dried and evaporated. The oxime product was purified and isolated over silica gel preparative... The reactants are C1CCOC1, Cc1ccccc1, CC(C)CCN(C1CN(C(=O)OC(C)(C)C)CC1CCCN=[N+]=[N-])S(=O)(=O)c1ccc([N+](=O)[O-])cc1, O, c1ccc(P(c2ccccc2)c2ccccc2)cc1. The product is CC(C)CCN(C1CN(C(=O)OC(C)(C)C)CC1CCCN)S(=O)(=O)c1ccc([N+](=O)[O-])cc1. RXN SMILES: [CH2:63]1[O:64][CH2:65][CH2:66][CH2:67]1.[CH3:56][c:57]1[cH:58][cH:59][cH:60][cH:61][cH:62]1.[N:1](=[N+:2]=[N-:3])[CH2:4][CH2:5][CH2:6][CH:7]1[CH2:8][N:9]([C:30](=[O:31])[O:32][C:33]([CH3:34])([CH3:35])[CH3:36])[CH2:10][CH:11]1[N:12]([S:13](=[O:14])(=[O:15])[c:16]1[cH:17][cH:18][c:19]([N+:22](=[O:23])[O-:24])[cH:20][cH:21]1)[CH2:25][CH2:26][CH:27]([CH3:28])[CH3:29].[OH2:68].[c:37]1([P:38]([c:39]2[cH:40][cH:41][cH:42][cH:43][cH:44]2)[c:45]2[cH:46][cH:47][cH:48][cH:49][cH:50]2)[cH:51][cH:52][cH:53][cH:54][cH:55]1>>[NH2:1][CH2:4][CH2:5][CH2:6][CH:7]1[CH2:8][N:9]([C:30](=[O:31])[O:32][C:33]([CH3:34])([CH3:35])[CH3:36])[CH2:10][CH:11]1[N:12]([S:13](=[O:14])(=[O:15])[c:16]1[cH:17][cH:18][c:19]([N+:22](=[O:23])[O-:24])[cH:20][cH:21]1)[CH2:25][CH2:26][CH:27]([CH3:28])[CH3:29]. Reactants: C(C)OC(=O)N1C(C2=CC(=C(C=C2C(=C1)C=O)OCCCOC(C)=O)OC)CC1=CC(=CC=C1)OC (6-(3-acetoxy-propoxy)-4-formyl-7-methoxy-1-(3-methoxy-benzyl)-1H-isoquinoline-2-carboxylic acid ethyl ester), [OH-].[K+] (potassium hydroxide). Solvent: CO (methanol). Reaction conditions: time 3 hour. The product is C(C)(=O)OCCCOC=1C=C2C(=CNC(C2=CC1OC)CC1=CC(=CC=C1)OC)C=O (6-(3-acetoxy-propoxy)-7-methoxy-1-(3-methoxy-benzyl)-1,2-dihydro-isoquinoline-4-carbaldehyde). Yield: 61.1%. RXN SMILES: C(OC([N:6]1[CH:15]=[C:14]([CH:16]=[O:17])[C:13]2[C:8](=[CH:9][C:10]([O:26][CH3:27])=[C:11]([O:18][CH2:19][CH2:20][CH2:21][O:22][C:23](=[O:25])[CH3:24])[CH:12]=2)[CH:7]1[CH2:28][C:29]1[CH:34]=[CH:33][CH:32]=[C:31]([O:35][CH3:36])[CH:30]=1)=O)C.[OH-].[K+]>CO>[C:23]([O:22][CH2:21][CH2:20][CH2:19][O:18][C:11]1[CH:12]=[C:13]2[C:8](=[CH:9][C:10]=1[O:26][CH3:27])[CH:7]([CH2:28][C:29]1[CH:34]=[CH:33][CH:32]=[C:31]([O:35][CH3:36])[CH:30]=1)[NH:6][CH:15]=[C:14]2[CH:16]=[O:17])(=[O:25])[CH3:24] |f:1.2|. Reported procedure: To a stirred solution of 6-(3-acetoxy-propoxy)-4-formyl-7-methoxy-1-(3-methoxy-benzyl)-1H-isoquinoline-2-carboxylic acid ethyl ester (150 mg, 0.30 mmol) in methanol (6 mL) was added powdered potassium hydroxide (169 mg, 3.0 mmol). The reaction mixture was stirred at room temperature for 3 hrs. The solvent was evaporated and the residue was diluted with ethyl acetate (20 mL) and water (20 mL). The aqueous phase was extracted with ethyl acetate (3×20 mL). The combined extracts were washed with sat... Starting materials: CNCC[C@H](O)C=1SC=CC1 ((S)-3-methylamino-1-thiophen-2-yl-propan-1-ol), C(Cl)Cl (methylene chloride), O.C1(=CC=C(C=C1)S(=O)(=O)O)C (p-toluenesulfonic acid hydrate). Solvent: CO (methanol). Conditions: temperature 25 celsius, time 1 hour. Product: C1(=CC=C(C=C1)S(=O)(=O)O[C@@H](CCNC)C=1SC=CC1)C ((S)-3-methylamino-1-thiophen-2-yl-propan-1-ol p-toluenesulfonate). Yield: 63.1%. RXN SMILES: [CH3:1][NH:2][CH2:3][CH2:4][C@@H:5]([C:7]1[S:8][CH:9]=[CH:10][CH:11]=1)[OH:6].C(Cl)Cl.O.[C:16]1([CH3:26])[CH:21]=[CH:20][C:19]([S:22](O)(=[O:24])=[O:23])=[CH:18][CH:17]=1>CO>[C:16]1([CH3:26])[CH:21]=[CH:20][C:19]([S:22]([O:6][C@H:5]([C:7]2[S:8][CH:9]=[CH:10][CH:11]=2)[CH2:4][CH2:3][NH:2][CH3:1])(=[O:24])=[O:23])=[CH:18][CH:17]=1 |f:2.3|. Procedure: A mixture of (S)-3-methylamino-1-thiophen-2-yl-propan-1-ol (5.0 g, 29.2 mmol), methylene chloride (50 mL), p-toluenesulfonic acid hydrate (5.55 g, 29.2 mmol) and methanol (20 mL) is stirred 1 h at 25° C., then concentrated to dryness. The residue (10.8 g) which solidifies after a few hours is finally recrystallised from butanol (30 mL) affording a white powder (6.0 g, 60%); 1H-NMR (DMSO-d6, 400 MHz): 8.1 (1H, s, broad), 7.5 (2H, dm), 7.42 (1H, dd), 7.1 (2H, dm), 7.0 (2H, m), 4.92 (1H, dd), 2.97 ...